The task is: describe an organic reaction: reactants, conditions, products, and yield. This data is from the Open Reaction Database (ORD), a public repository of structured organic reaction records. Starting materials: N (ammonia), S(O)(O)(=O)=O (sulphuric acid), C(CC)(=O)C=1C=NC=CC1 (3-propionylpyridine), CC(C(=O)O)(C)C (trimethylacetic acid), S(=O)(=O)([O-])OOS(=O)(=O)[O-].[NH4+].[NH4+] (ammonium persulfate). Reagents/catalysts: [N+](=O)([O-])[O-].[Ag+] (silver nitrate). Solvent: O (water). Run at temperature 70 celsius, time 1.5 hour. Yields the product C(C)(C)(C)C1=CC=C(C=N1)C(CC)=O (1-[6-tert-Butylpyridin-3-yl]propan-1-one). The yield is 98.0%. RXN SMILES: S(=O)(=O)(O)O.[C:6]([C:10]1[CH:11]=[N:12][CH:13]=[CH:14][CH:15]=1)(=[O:9])[CH2:7][CH3:8].[CH3:16][C:17](C)([CH3:21])[C:18](O)=O.S(OOS([O-])(=O)=O)([O-])(=O)=O.[NH4+].[NH4+].N>O.[N+]([O-])([O-])=O.[Ag+]>[C:17]([C:13]1[N:12]=[CH:11][C:10]([C:6](=[O:9])[CH2:7][CH3:8])=[CH:15][CH:14]=1)([CH3:21])([CH3:18])[CH3:16] |f:3.4.5,8.9|. Procedure details: To a 10% sulphuric acid aqueous solution (22 ml) of 3-propionylpyridine (Lancaster, 2.70 g, 20 mmol), trimethylacetic acid (10.21 g, 0.1 mol), silver nitrate (0.68 g, 4 mmol) and ammonium persulfate in water (36 ml) were added and the mixture was stirred for 1.5 hours at 70° C. Then, the mixture was basified with 25% ammonia solution (pH=9-10) and extracted with DCM. The organic layer was washed with brine and dried over sodium sulfate. Removal of the solvent gave a residue, which was purified b... Reactants: CC(=O)OC1=CC=C(C=C1)C(=C2CCCCC2)C3=CC=C(C=C3)OC(=O)C.CN1C2=NC=NC(=C2N=C1)N (cyclopenyl 9-methyl Adenine), 6-chloro-9-methyl Adenine, C1(CCCC1)N (cyclopentylamine), CN(C)C (trimethylamine). The solvent is C(C)O (ethanol). Yields the product C1(CCCC1)NC1=C2N=CN(C2=NC=N1)C (N6 -Cyclopentyl-9-Methyl Adenine). Isolated yield 74.0%. RXN SMILES: CC(OC1C=CC(C([C:18]2[CH:23]=[CH:22][C:21](OC(C)=O)=[CH:20]C=2)=C2CCCCC2)=CC=1)=O.[CH3:28][N:29]1[CH:37]=[N:36][C:35]2[C:30]1=[N:31][CH:32]=[N:33][C:34]=2[NH2:38].C1(N)CCCC1.CN(C)C>C(O)C>[CH:21]1([NH:38][C:34]2[N:33]=[CH:32][N:31]=[C:30]3[C:35]=2[N:36]=[CH:37][N:29]3[CH3:28])[CH2:20][CH2:18][CH2:23][CH2:22]1 |f:0.1|. Reported procedure: To prepare N6 -cyclopenyl-9-methyl Adenine the following additional steps were taken. A mixture of 6-chloro-9-methyl Adenine (0.82 g) , cyclopentylamine (0.52 ml) , trimethylamine (0.53 ml) and ethanol. (60 ml), was refluxed for 24 hours. The solution was concentrated in vacuo to a yellow syrup. The syrup was passed through a C-18 column to give 0.78 g or 74% yield of with m.p. 108°-109° C. 1HNMR(Me2SO-d6): δ1-2 (m, 9 H); 3.7 (S, CH3); 7.6(d,NH); 8.1(S,1H); 8.2(S,1H). The reactants are ClC1=NC=CC=C1[N+](=O)[O-] (2-chloro-3-nitropyridine), N1N=CC=C1 (pyrazole), C([O-])([O-])=O.[K+].[K+] (potassium carbonate). Solvent: CN(C)C=O (DMF), O (water). Reaction conditions: time 4 day. Yields the product [N+](=O)([O-])C=1C(=NC=CC1)N1N=CC=C1 (3-nitro-2-(pyrazol-1-yl)pyridine). Yield: 59.3%. RXN SMILES: Cl[C:2]1[C:7]([N+:8]([O-:10])=[O:9])=[CH:6][CH:5]=[CH:4][N:3]=1.[NH:11]1[CH:15]=[CH:14][CH:13]=[N:12]1.C(=O)([O-])[O-].[K+].[K+]>CN(C=O)C.O>[N+:8]([C:7]1[C:2]([N:11]2[CH:15]=[CH:14][CH:13]=[N:12]2)=[N:3][CH:4]=[CH:5][CH:6]=1)([O-:10])=[O:9] |f:2.3.4|. Procedure: A mixture of 2-chloro-3-nitropyridine (942 mg, 5.94 mmol), pyrazole (967 mg, 14.2 mmol) and powdered potassium carbonate (2 g) in DMF (10 mL) was stirred vigorously at room temperature for 4 days. The mixture was diluted with water, causing precipitation of a solid, which was filtered and dried, affording 670 mg (63%) of 3-nitro-2-(pyrazol-1-yl)pyridine. 1H NMR (CDCl3) δ6.51 (m, 1), 7.37 (dd, 1 J=5, 8), 7.76 (m, 1) 8.03 (dd, 1, J=2, 8), 8.40 (m, 1), 8.60 (dd, 1, J=2, 5). Starting materials: O=C(OCc1ccccc1)C1CCCN1, Cl, O=C(O)CNC(=O)c1ccc(S(=O)(=O)Nc2ccccc2Oc2ccccc2)cc1. The product is O=C(NCC(=O)N1CCCC1C(=O)OCc1ccccc1)c1ccc(S(=O)(=O)Nc2ccccc2Oc2ccccc2)cc1. Reaction SMILES: [CH2:32]([c:33]1[cH:34][cH:35][cH:36][cH:37][cH:38]1)[O:39][C:40]([CH:41]1[NH:42][CH2:43][CH2:44][CH2:45]1)=[O:46].[ClH:31].[O:1]([c:2]1[cH:3][cH:4][cH:5][cH:6][cH:7]1)[c:8]1[c:9]([NH:14][S:15](=[O:16])(=[O:17])[c:18]2[cH:19][cH:20][c:21]([C:22](=[O:23])[NH:24][CH2:25][C:26](=[O:27])[OH:28])[cH:29][cH:30]2)[cH:10][cH:11][cH:12][cH:13]1>>[O:1]([c:2]1[cH:3][cH:4][cH:5][cH:6][cH:7]1)[c:8]1[c:9]([NH:14][S:15](=[O:16])(=[O:17])[c:18]2[cH:19][cH:20][c:21]([C:22](=[O:23])[NH:24][CH2:25][C:26](=[O:28])[N:42]3[CH:41]([C:40]([O:39][CH2:32][c:33]4[cH:34][cH:35][cH:36][cH:37][cH:38]4)=[O:46])[CH2:45][CH2:44][CH2:43]3)[cH:29][cH:30]2)[cH:10][cH:11][cH:12][cH:13]1. The product is CCCCc1ncc(CC(Cc2ccccc2)C(=O)OC)n1Cc1ccccc1Cl. The reactants are CCCCc1ncc(CC(Cc2ccccc2)C(=O)O)n1Cc1ccccc1Cl, CCOCC, CO, Cl. RXN SMILES: [CH2:1]([CH2:2][CH2:3][CH3:4])[c:5]1[n:6]([CH2:22][c:23]2[c:24]([Cl:29])[cH:25][cH:26][cH:27][cH:28]2)[c:7]([CH2:10][CH:11]([C:12](=[O:13])[OH:14])[CH2:15][c:16]2[cH:17][cH:18][cH:19][cH:20][cH:21]2)[cH:8][n:9]1.[CH3:30][CH2:31][O:32][CH2:33][CH3:34].[CH3:36][OH:37].[ClH:35]>>[CH2:1]([CH2:2][CH2:3][CH3:4])[c:5]1[n:6]([CH2:22][c:23]2[c:24]([Cl:29])[cH:25][cH:26][cH:27][cH:28]2)[c:7]([CH2:10][CH:11]([C:12](=[O:13])[O:14][CH3:30])[CH2:15][c:16]2[cH:17][cH:18][cH:19][cH:20][cH:21]2)[cH:8][n:9]1. Reactants: CN1CCC(CC1)=O (1-methylpiperidin-4-one), COC(N(C)C)OC (1,1-dimethoxy-N,N-dimethylmethanamine). The solvent is C1(=CC=CC=C1)C (toluene). Product: CN(C)C=C1CN(CCC1=O)C (3-[(Dimethylamino)methylene]-1-methylpiperidin-4-one). Reaction SMILES: [CH3:1][N:2]1[CH2:7][CH2:6][C:5](=[O:8])[CH2:4][CH2:3]1.CO[CH:11](OC)[N:12]([CH3:14])[CH3:13]>C1(C)C=CC=CC=1>[CH3:11][N:12]([CH:14]=[C:4]1[C:5](=[O:8])[CH2:6][CH2:7][N:2]([CH3:1])[CH2:3]1)[CH3:13]. Reported procedure: To a solution of 1-methylpiperidin-4-one (10 g, 88 mmol) in toluene (100 mL) was added 1,1-dimethoxy-N,N-dimethylmethanamine (52.7 g, 0.442 mol). The solution was heated to reflux overnight. The solvents were evaporated in vacuo, heptane (100 ml) was added and the solvents evaporated again to give the desired product. NMR indicated that the product was 70-80% pure and it was used in the next step without further purification.